This data is from the Open Reaction Database (ORD), a public repository of structured organic reaction records. The task is: describe an organic reaction: reactants, conditions, products, and yield The reactants are O (water), O (water), N (ammonia), ClS(=O)(=O)C1=C(C(=O)OC)C=CC(=C1)OCC (methyl 2-(chlorosulfonyl)-4-ethoxybenzoate). Run in ClCCl (dichloromethane), ClCCl (dichloromethane). Reaction conditions: temperature -10 celsius, time 30 minute. Product: NS(=O)(=O)C1=C(C(=O)OC)C=CC(=C1)OCC (Methyl 2-(aminosulfonyl)-4-ethoxybenzoate). Yield: 74.4%. As a reaction SMILES: [NH3:1].Cl[S:3]([C:6]1[CH:15]=[C:14]([O:16][CH2:17][CH3:18])[CH:13]=[CH:12][C:7]=1[C:8]([O:10][CH3:11])=[O:9])(=[O:5])=[O:4].O>ClCCl>[NH2:1][S:3]([C:6]1[CH:15]=[C:14]([O:16][CH2:17][CH3:18])[CH:13]=[CH:12][C:7]=1[C:8]([O:10][CH3:11])=[O:9])(=[O:5])=[O:4]. Procedure details: Liquified ammonia (4.4 mL, 180 mmol) was added to a stirred solution of methyl 2-(chlorosulfonyl)-4-ethoxybenzoate (22.1 g, 79.3 mmol) in dichloromethane (221 mL) at -70° C. The reaction mixture was allowed to warm to -10° C. and was held at this temperature for 30 minutes. The mixture was then poured into water (221 mL). More water and dichloromethane were used for rinsing, and tetrahydrofuran (ca. 40 mL) was also added. The layers were shaken and separated, and the aqueous layer was extracted ... Reactants: O[C@@H]1CC[C@H](CC1)NC=1N=C(C(=NC1)C(=O)N)NC1=CC(=CC=C1)S(=O)(=O)C (5-[(trans-4-hydroxycyclohexyl)amino]-3-{[3-(methylsulfonyl)phenyl]amino}pyrazine-2-carboxamide), C(Cl)(Cl)Cl (chloroform), IN1C(CCC1=O)=O (N-iodosuccinimide). Solvent: C(C)#N (acetonitrile). Reaction conditions: time 2 hour. Yields the product O[C@@H]1CC[C@H](CC1)NC=1N=C(C(=NC1I)C(=O)N)NC1=CC(=CC=C1)S(=O)(=O)C (5-[(trans-4-hydroxycyclohexyl)amino]-6-iodo-3-{[3-(methylsulfonyl)phenyl]amino}pyrazine-2-carboxamide). Yield: 77.8%. RXN SMILES: [OH:1][C@H:2]1[CH2:7][CH2:6][C@H:5]([NH:8][C:9]2[N:10]=[C:11]([NH:18][C:19]3[CH:24]=[CH:23][CH:22]=[C:21]([S:25]([CH3:28])(=[O:27])=[O:26])[CH:20]=3)[C:12]([C:15]([NH2:17])=[O:16])=[N:13][CH:14]=2)[CH2:4][CH2:3]1.C(Cl)(Cl)Cl.[I:33]N1C(=O)CCC1=O>C(#N)C>[OH:1][C@H:2]1[CH2:3][CH2:4][C@H:5]([NH:8][C:9]2[N:10]=[C:11]([NH:18][C:19]3[CH:24]=[CH:23][CH:22]=[C:21]([S:25]([CH3:28])(=[O:26])=[O:27])[CH:20]=3)[C:12]([C:15]([NH2:17])=[O:16])=[N:13][C:14]=2[I:33])[CH2:6][CH2:7]1. Procedure details: To a mixture of 5-[(trans-4-hydroxycyclohexyl)amino]-3-{[3-(methylsulfonyl)phenyl]amino}pyrazine-2-carboxamide (Example 111) (150 mg), chloroform (40 mL) and acetonitrile (20 mL), N-iodosuccinimide (87 mg) was added and stirred at room temperature for 2 hours. To the reaction liquid, silica gel was added, and the solvent was distilled off, followed by purification by silica gel column chromatography (eluent; chloroform:methanol=10:0 to 10:1). The resulting crude product was solidified with ethyl... The reactants are C(C)(C)(C)OC(=O)N1C(CCCC1)CCN(C1=NC=CC=N1)C1CC2=CC=CC=C2C1 (2-[2-((Indan-2-yl)(pyrimidin-2-yl)amino)ethyl]piperidine-1-carboxylic acid tert-butyl ester). Solvent: Cl.O1CCOCC1 (dioxane-HCl). Reaction conditions: time 4 hour. Product: C1C(CC2=CC=CC=C12)N(CCC1NCCCC1)C1=NC=CC=N1 (2-[2-((Indan-2-yl)(pyrimidin-2-yl)amino)ethyl]piperidine). RXN SMILES: C(OC([N:8]1[CH2:13][CH2:12][CH2:11][CH2:10][CH:9]1[CH2:14][CH2:15][N:16]([CH:23]1[CH2:31][C:30]2[C:25](=[CH:26][CH:27]=[CH:28][CH:29]=2)[CH2:24]1)[C:17]1[N:22]=[CH:21][CH:20]=[CH:19][N:18]=1)=O)(C)(C)C>Cl.O1CCOCC1>[CH2:24]1[C:25]2[C:30](=[CH:29][CH:28]=[CH:27][CH:26]=2)[CH2:31][CH:23]1[N:16]([C:17]1[N:18]=[CH:19][CH:20]=[CH:21][N:22]=1)[CH2:15][CH2:14][CH:9]1[CH2:10][CH2:11][CH2:12][CH2:13][NH:8]1 |f:1.2|. Procedure details: To compound 47 (0.303 g, 0.72 mmol) was added dioxane-HCl (20 mL) at ice-cold condition and the solution was stirred for 4 hours at rt. The solution was then concentrated under reduced pressure and dissolved in ethyl acetate. The organic layer was washed with saturated NaHCO3 solution, water and brine, dried over anhydrous Na2SO4, filtered and concentrated under reduced pressure to provide sticky compound 48.